Dataset: the Open Reaction Database (ORD), a public repository of structured organic reaction records. Task: describe an organic reaction: reactants, conditions, products, and yield Starting materials: C1COCCN1, Clc1cc(Nc2cc(C3CC3)[nH]n2)nc(NCc2cc(-c3ccccc3)no2)n1, Cl, O. Yields the product Cl, c1ccc(-c2cc(CNc3nc(Nc4cc(C5CC5)[nH]n4)cc(N4CCOCC4)n3)on2)cc1. As a reaction SMILES: [CH2:30]1[CH2:31][O:32][CH2:33][CH2:34][NH:35]1.[Cl:1][c:2]1[cH:3][c:4]([NH:21][c:22]2[n:23][nH:24][c:25]([CH:27]3[CH2:28][CH2:29]3)[cH:26]2)[n:5][c:6]([NH:8][CH2:9][c:10]2[cH:11][c:12](-[c:15]3[cH:16][cH:17][cH:18][cH:19][cH:20]3)[n:13][o:14]2)[n:7]1.[ClH:36].[OH2:37]>>[ClH:1].[c:2]1([N:35]2[CH2:30][CH2:31][O:32][CH2:33][CH2:34]2)[cH:3][c:4]([NH:21][c:22]2[n:23][nH:24][c:25]([CH:27]3[CH2:28][CH2:29]3)[cH:26]2)[n:5][c:6]([NH:8][CH2:9][c:10]2[cH:11][c:12](-[c:15]3[cH:16][cH:17][cH:18][cH:19][cH:20]3)[n:13][o:14]2)[n:7]1. Starting materials: N#CN (cyanamide), N(=C=S)C1=CC=C(C=C1)N1CCN(CC1)CC1CC1 (1-(4-Isothiocyanatophenyl)-4-(1-cyclopropylmethyl)piperazine), O1COC2=C1C=CC(=C2)C(CBr)=O (1-(1,3-Benzodioxol-5-yl)-2-bromoethanone). Yields the product NC=1N=C(SC1C(=O)C1=CC2=C(OCO2)C=C1)NC1=CC=C(C=C1)N1CCN(CC1)CC1CC1 ({4-Amino-2-[4-(4-cyclopropylmethyl-piperazin-1-yl)-phenylamino]-thiazol-5-yl}-benzo[1,3]dioxol-5-yl-methanone). Reaction SMILES: [N:1]#[C:2][NH2:3].[N:4]([C:7]1[CH:12]=[CH:11][C:10]([N:13]2[CH2:18][CH2:17][N:16]([CH2:19][CH:20]3[CH2:22][CH2:21]3)[CH2:15][CH2:14]2)=[CH:9][CH:8]=1)=[C:5]=[S:6].[O:23]1[C:27]2[CH:28]=[CH:29][C:30]([C:32](=[O:35])[CH2:33]Br)=[CH:31][C:26]=2[O:25][CH2:24]1>>[NH2:1][C:2]1[N:3]=[C:5]([NH:4][C:7]2[CH:8]=[CH:9][C:10]([N:13]3[CH2:14][CH2:15][N:16]([CH2:19][CH:20]4[CH2:22][CH2:21]4)[CH2:17][CH2:18]3)=[CH:11][CH:12]=2)[S:6][C:33]=1[C:32]([C:30]1[CH:29]=[CH:28][C:27]2[O:23][CH2:24][O:25][C:26]=2[CH:31]=1)=[O:35]. Reported procedure: This compound was prepared from cyanamide, 1-(4-isothiocyanatophenyl)-4-cyclopropylmethylpiperazine (of Example 14G) and 2-bromo-[(benzo[1,3]dioxol-5-yl)ethanone (of Example 11) following the procedure used in Example 24 Mass spectrum (ES) MH+=478. Yields the product O=C1CCc2cc(O)ccc21. Starting materials: [Al+3], COc1ccc2c(c1)CCC2=O, [Cl-], [Cl-], [Cl-], c1ccccc1. RXN SMILES: [Al+3:14].[CH3:1][O:2][c:3]1[cH:4][c:5]2[c:9]([cH:10][cH:11]1)[C:8](=[O:12])[CH2:7][CH2:6]2.[Cl-:13].[Cl-:15].[Cl-:16].[cH:17]1[cH:18][cH:19][cH:20][cH:21][cH:22]1>>[OH:2][c:3]1[cH:4][c:5]2[c:9]([cH:10][cH:11]1)[C:8](=[O:12])[CH2:7][CH2:6]2. Starting materials: Brc1cncc(Br)c1, COc1ccc([O-])cc1, CN(C)C=O, COc1ccc(Oc2cncc(N3CC4CC3CN4)c2)cc1, [Na+]. The product is COc1ccc(Oc2cncc(Br)c2)cc1. As a reaction SMILES: [Br:1][c:2]1[cH:3][n:4][cH:5][c:6]([Br:7])[cH:8]1.[CH3:31][O:32][c:33]1[cH:34][cH:35][c:36]([O-:37])[cH:38][cH:39]1.[CH3:41][N:42]([CH3:43])[CH:44]=[O:45].[CH3:9][O:10][c:11]1[cH:12][cH:13][c:14]([O:15][c:16]2[cH:17][c:18]([N:19]3[CH2:20][CH:21]4[CH2:22][CH:23]3[CH2:24][NH:25]4)[cH:26][n:27][cH:28]2)[cH:29][cH:30]1.[Na+:40]>>[c:2]1([O:15][c:14]2[cH:13][cH:12][c:11]([O:10][CH3:9])[cH:30][cH:29]2)[cH:3][n:4][cH:5][c:6]([Br:7])[cH:8]1.